Dataset: the Open Reaction Database (ORD), a public repository of structured organic reaction records. Task: describe an organic reaction: reactants, conditions, products, and yield Starting materials: C(C)(=O)OC\C(=C(/C(=O)O)\C1=CC=CC=C1)\C1=CC=C(C=C1)S(=O)(=O)C ((2Z)-4-(acetyloxy)-3-[4-(methylsulfonyl)phenyl]-2-phenylbut-2-enoic acid), [N+](=O)([O-])OC(CCCCO)CO[N+](=O)[O-] (5,6-bis(nitrooxy)hexan-1-ol), CCN=C=NCCCN(C)C (EDCI). Reagents/catalysts: CN(C)C=1C=CN=CC1 (DMAP). Run in CC(=O)O (AcOH). Yields the product C(C)(=O)OC\C(=C(/C(=O)OCCCCC(CO[N+](=O)[O-])O[N+](=O)[O-])\C1=CC=CC=C1)\C1=CC=C(C=C1)S(=O)(=O)C (5,6-bis(nitrooxy)hexyl (2Z)-4-(acetyloxy)-3-[4-(methylsulfonyl)phenyl]-2-phenylbut-2-enoate). Isolated yield 63.2%. Reaction SMILES: [C:1]([O:4][CH2:5]/[C:6](/[C:17]1[CH:22]=[CH:21][C:20]([S:23]([CH3:26])(=[O:25])=[O:24])=[CH:19][CH:18]=1)=[C:7](/[C:11]1[CH:16]=[CH:15][CH:14]=[CH:13][CH:12]=1)\[C:8]([OH:10])=[O:9])(=[O:3])[CH3:2].[N+:27]([O:30][CH:31]([CH2:37][O:38][N+:39]([O-:41])=[O:40])[CH2:32][CH2:33][CH2:34][CH2:35]O)([O-:29])=[O:28].CCN=C=NCCCN(C)C>CN(C1C=CN=CC=1)C.CC(O)=O>[C:1]([O:4][CH2:5]/[C:6](/[C:17]1[CH:22]=[CH:21][C:20]([S:23]([CH3:26])(=[O:25])=[O:24])=[CH:19][CH:18]=1)=[C:7](/[C:11]1[CH:16]=[CH:15][CH:14]=[CH:13][CH:12]=1)\[C:8]([O:10][CH2:35][CH2:34][CH2:33][CH2:32][CH:31]([O:30][N+:27]([O-:29])=[O:28])[CH2:37][O:38][N+:39]([O-:41])=[O:40])=[O:9])(=[O:3])[CH3:2]. Procedure: A solution of 2.5 g of (2Z)-4-(acetyloxy)-3-[4-(methylsulfonyl)phenyl]-2-phenylbut-2-enoic acid, 10 mmol of 5,6-bis(nitrooxy)hexan-1-ol, 15 mmol of DMAP and 10 mmol of EDCI was stirred at rt for 3 h. Then, AcOH (2-mL) was added and the mixture was filtered through a pad of silica gel and washed with EtOAc, evaporated, purified by flash chromatography (15-50% EtOAc/hexane) to afford 2.45 g of the desired compound as a white solid. 1H NMR (acetone-d6, 500 MHz): δ 7.79 (d, 2H), 7.45 (d, 2H), 7.21-7... Reactants: [Cl-], O=[N+]([O-])c1ccc2c(c1)C1OC1C2, [NH4+], [Na+], [OH-], O. The product is NC1c2cc([N+](=O)[O-])ccc2CC1O. As a reaction SMILES: [Cl-:16].[N+:1](=[O:2])([O-:3])[c:4]1[cH:5][cH:6][c:7]2[c:11]([cH:12]1)[CH:10]1[CH:9]([CH2:8]2)[O:13]1.[NH4+:17].[Na+:15].[OH-:18].[OH2:14]>>[N+:1](=[O:2])([O-:3])[c:4]1[cH:5][cH:6][c:7]2[c:11]([cH:12]1)[CH:10]([NH2:17])[CH:9]([OH:13])[CH2:8]2.